This data is from the Open Reaction Database (ORD), a public repository of structured organic reaction records. The task is: describe an organic reaction: reactants, conditions, products, and yield Reactants: NC=1C=NC(=C(N1)N)C(N)=O (3,5-diamino-6-carbamoylpyrazine), C (Darco), [OH-].[Na+] (sodium hydroxide). Reported procedure: A slurry consisting of 1.60 g of 3,5-diamino-6-carbamoylpyrazine, from Example 4, in 20 ml of 10% aqueous sodium hydroxide was heated at reflux for 2 hours, diluted to 100 ml with hot water and the resulting homogeneous solution was decolorized with Darco. Careful acidification to pH 1 gave a precipitate which was collected from the chilled solution by filtration. The collected material was washed twice, each time with small portions of water and methanol and dried yielding 0.92 g of 3,5-diamino... Product: NC=1C(=NC=C(N1)N)C(=O)O (3,5-diaminopyrazinoic acid). RXN SMILES: [NH2:1][C:2]1[CH:3]=[N:4][C:5]([C:9](=[O:11])N)=[C:6]([NH2:8])[N:7]=1.C.[OH-:13].[Na+]>O>[NH2:8][C:6]1[C:5]([C:9]([OH:11])=[O:13])=[N:4][CH:3]=[C:2]([NH2:1])[N:7]=1 |f:2.3|. The solvent is O (water). Reactants: C(CC1=CC=CC=C1)C1=CC(=C(C(=O)OC(C)(C)C)C=C1)NC1=C(C=CC=C1)C(F)(F)F (tert-butyl 4-phenethyl-2-(2-(trifluoromethyl)anilino)benzoate). The solvent is FC(C(=O)O)(F)F (Trifluoroacetic acid). Conditions: time 2 hour. The product is C(CC1=CC=CC=C1)C1=CC(=C(C(=O)O)C=C1)NC1=C(C=CC=C1)C(F)(F)F (4-phenethyl-2-(2-(trifluoromethyl)anilino)benzoic acid). Reaction SMILES: [CH2:1]([C:9]1[CH:21]=[CH:20][C:12]([C:13]([O:15]C(C)(C)C)=[O:14])=[C:11]([NH:22][C:23]2[CH:28]=[CH:27][CH:26]=[CH:25][C:24]=2[C:29]([F:32])([F:31])[F:30])[CH:10]=1)[CH2:2][C:3]1[CH:8]=[CH:7][CH:6]=[CH:5][CH:4]=1>FC(F)(F)C(O)=O>[CH2:1]([C:9]1[CH:21]=[CH:20][C:12]([C:13]([OH:15])=[O:14])=[C:11]([NH:22][C:23]2[CH:28]=[CH:27][CH:26]=[CH:25][C:24]=2[C:29]([F:30])([F:31])[F:32])[CH:10]=1)[CH2:2][C:3]1[CH:4]=[CH:5][CH:6]=[CH:7][CH:8]=1. Procedure: Trifluoroacetic acid 10 mL was added to the obtained tert-butyl 4-phenethyl-2-(2-(trifluoromethyl)anilino)benzoate, and it was stirred at room temperature for 2 hours. The solvent was removed under reduced pressure,diisopropyl ether was added to the obtained residue, and solid matter was filtrated to give 4-phenethyl-2-(2-(trifluoromethyl)anilino)benzoic acid 17 mg of white solid. Starting materials: [I-].[Li+] (lithium iodide), COC(=O)C=1N(C2=CC=C(C=C2C1)O)S(=O)(=O)C1=CC(=C(C=C1)Cl)Cl (methyl_N-(3,4-dichlorophenylsulphonyl)-5-hydroxyindole-2-carboxylate). Solvent: N1=CC=CC=C1 (pyridine). The product is ClC=1C=C(C=CC1Cl)S(=O)(=O)N1C(=CC2=CC(=CC=C12)O)C(=O)O (N-(3,4-dichlorophenylsulphonyl)-5-hydroxyindole-2-carboxylic acid). Yield: 28.7%. Reaction SMILES: [I-].[Li+].C[O:4][C:5]([C:7]1[N:8]([S:17]([C:20]2[CH:25]=[CH:24][C:23]([Cl:26])=[C:22]([Cl:27])[CH:21]=2)(=[O:19])=[O:18])[C:9]2[C:14]([CH:15]=1)=[CH:13][C:12]([OH:16])=[CH:11][CH:10]=2)=[O:6]>N1C=CC=CC=1>[Cl:27][C:22]1[CH:21]=[C:20]([S:17]([N:8]2[C:9]3[C:14](=[CH:13][C:12]([OH:16])=[CH:11][CH:10]=3)[CH:15]=[C:7]2[C:5]([OH:6])=[O:4])(=[O:18])=[O:19])[CH:25]=[CH:24][C:23]=1[Cl:26] |f:0.1|. Procedure: A solution of anhydrous lithium iodide (870 mg) and methyl_N-(3,4-dichlorophenylsulphonyl)-5-hydroxyindole-2-carboxylate (260 mg) in pyridine (15 ml) was stirred at reflux for 4 hours. The reaction was cooled and concentrated in vacuo. The residue was dissolved in water (20 ml) and acidified with acetic acid. The product was extracted with ethyl acetate and the combined extracts were dried, concentrated in vacuo and the residue purified by column chromatography using dichloromethane-50% ethyl ac... The reactants are C1CCOC1, [Li]CCCC, CC1(C)CCCC(C)(C)N1, Cc1cccc(C=O)n1, CCCCCC, O, O=S(=O)(c1ccccc1)n1cccc1. Yields the product Cc1cccc(C(O)c2cccn2S(=O)(=O)c2ccccc2)n1. Reaction SMILES: [CH2:39]1[O:40][CH2:41][CH2:42][CH2:43]1.[CH3:11][CH2:12][CH2:13][CH2:14][Li:15].[CH3:1][C:2]1([CH3:3])[CH2:4][CH2:5][CH2:6][C:7]([CH3:8])([CH3:9])[NH:10]1.[CH3:30][c:31]1[cH:32][cH:33][cH:34][c:35]([CH:37]=[O:38])[n:36]1.[CH3:44][CH2:45][CH2:46][CH2:47][CH2:48][CH3:49].[OH2:50].[c:16]1([S:22](=[O:23])(=[O:24])[n:25]2[cH:26][cH:27][cH:28][cH:29]2)[cH:17][cH:18][cH:19][cH:20][cH:21]1>>[c:16]1([S:22](=[O:23])(=[O:24])[n:25]2[cH:26][cH:27][cH:28][c:29]2[CH:37]([c:35]2[cH:34][cH:33][cH:32][c:31]([CH3:30])[n:36]2)[OH:38])[cH:17][cH:18][cH:19][cH:20][cH:21]1. The reactants are O[C@H]1C[C@H]2[C@@H]3CCC([C@@]3(C)CC[C@@H]2[C@]2(CCC(CC12)=O)C)=O (6α-hydroxyandrostane-3,17-dione), CC(=O)OC(=O)C (Ac2O). The reagents and catalysts are CN(C)C=1C=CN=CC1 (DMAP). Solvent: N1=CC=CC=C1 (pyridine). Reaction conditions: time 8 hour. Yields the product C(C)(=O)O[C@H]1C[C@H]2[C@@H]3CCC([C@@]3(C)CC[C@@H]2[C@]2(CCC(CC12)=O)C)=O (6α-acetoxyandrostane-3,17-dione). The yield is 100.0%. As a reaction SMILES: [OH:1][C@@H:2]1[CH:19]2[C@:14]([CH3:21])([CH2:15][CH2:16][C:17](=[O:20])[CH2:18]2)[C@@H:13]2[C@H:4]([C@H:5]3[C@@:9]([CH2:11][CH2:12]2)([CH3:10])[C:8](=[O:22])[CH2:7][CH2:6]3)[CH2:3]1.[CH3:23][C:24](OC(C)=O)=[O:25]>N1C=CC=CC=1.CN(C1C=CN=CC=1)C>[C:24]([O:1][C@@H:2]1[CH:19]2[C@:14]([CH3:21])([CH2:15][CH2:16][C:17](=[O:20])[CH2:18]2)[C@@H:13]2[C@H:4]([C@H:5]3[C@@:9]([CH2:11][CH2:12]2)([CH3:10])[C:8](=[O:22])[CH2:7][CH2:6]3)[CH2:3]1)(=[O:25])[CH3:23]. Procedure details: To a stirred solution of 6α-hydroxyandrostane-3,17-dione (4.90 g) in pyridine (10 mL) at 0° C., DMAP (94 mg) and Ac2O (4.55 mL) were added. After stirring overnight at room temperature, the solution was evaporated. The residue was treated with water and extracted with EtOAc (2×). The combined organic extracts were washed with brine, dried over Na2SO4, filtered and evaporated to dryness to give 6α-acetoxyandrostane-3,17-dione (5.57 g, 100%). 1H-NMR (300 MHz, DMSO-d6, ppm from TMS): δ 4.66 (m, 1H)...